Task: describe an organic reaction: reactants, conditions, products, and yield. Dataset: the Open Reaction Database (ORD), a public repository of structured organic reaction records Starting materials: C(=O)(O)[O-].[Na+] (NaHCO3), ClC=1C=C(C=CC1N1CCOCC1)C1=NC=2C(CCCC2C=N1)=O (2-(3-Chloro-4-morpholin-4-yl-phenyl)-6,7-dihydro-5H-quinazolin-8-one), solution, BrBr (Bromine). The solvent is C(C)(=O)O (acetic acid). Conditions: time 1 hour. Yields the product BrC1CCC=2C=NC(=NC2C1=O)C1=CC(=C(C=C1)N1CCOCC1)Cl (7-Bromo-2-(3-chloro-4-morpholin-4-yl-phenyl)-6,7-dihydro-5H-quinazolin-8-one). As a reaction SMILES: [Cl:1][C:2]1[CH:3]=[C:4]([C:14]2[N:23]=[CH:22][C:21]3[CH2:20][CH2:19][CH2:18][C:17](=[O:24])[C:16]=3[N:15]=2)[CH:5]=[CH:6][C:7]=1[N:8]1[CH2:13][CH2:12][O:11][CH2:10][CH2:9]1.[Br:25]Br.C([O-])(O)=O.[Na+]>C(O)(=O)C>[Br:25][CH:18]1[C:17](=[O:24])[C:16]2[N:15]=[C:14]([C:4]3[CH:5]=[CH:6][C:7]([N:8]4[CH2:13][CH2:12][O:11][CH2:10][CH2:9]4)=[C:2]([Cl:1])[CH:3]=3)[N:23]=[CH:22][C:21]=2[CH2:20][CH2:19]1 |f:2.3|. Procedure details: 2-(3-Chloro-4-morpholin-4-yl-phenyl)-6,7-dihydro-5H-quinazolin-8-one (328 mg, 0.95 mmol) is dissolved in acetic acid (7 ml) and HBrconc. (7 ml). Bromine in HBrconc. (0.95 ml 1N solution) is added at room temperature. After stirring for one hour the mixture is poured onto ice, neutralized with NaHCO3 and the product is extracted with ethyl acetate. 1H-NMR (400 MHz; DMSO-d6): 9.10 (s, 1H), 8.43 (s, 1H), 8.28 (d, 1H), 7.30 (d, 1H), 5.21(dd, 1H), 3.76 (brs, 4H), 3.09 (brs, 4H), 3.00-2.40 (m, 4H); LC... The reactants are C(C)(C)(C)OC(=O)N1[C@@H](CC(C1)=CC#N)C(=O)O ((2S,4EZ)-1-(tert-butoxycarbonyl)-4-(cyanomethylene)-2-pyrrolidinecarboxylic acid), ClC1=CC(=CC(=C1)N=C=O)Cl (1,3-dichloro-5-isocyanatobenzene), C(C)N1C2=CC=CC=C2C=2C=C(C=CC12)N (9-ethyl-9H-carbazol-3-amine). The product is C(#N)C=C1C[C@H](N(C1)C(=O)NC1=CC(=CC(=C1)Cl)Cl)C(=O)NC=1C=CC=2N(C3=CC=CC=C3C2C1)CC ((2S,4EZ)-4-(cyanomethylene)-N1-(3,5-dichlorophenyl)-N2-(9-ethyl-9H-carbazol-3-yl)-1,2-pyrrolidinedicarboxamide). As a reaction SMILES: C(O[C:6]([N:8]1[CH2:12][C:11](=[CH:13][C:14]#[N:15])[CH2:10][C@H:9]1[C:16]([OH:18])=O)=[O:7])(C)(C)C.[Cl:19][C:20]1[CH:25]=[C:24]([N:26]=C=O)[CH:23]=[C:22]([Cl:29])[CH:21]=1.[CH2:30]([N:32]1[C:44]2[CH:43]=[CH:42][C:41]([NH2:45])=[CH:40][C:39]=2[C:38]2[C:33]1=[CH:34][CH:35]=[CH:36][CH:37]=2)[CH3:31]>>[C:14]([CH:13]=[C:11]1[CH2:12][N:8]([C:6]([NH:26][C:24]2[CH:25]=[C:20]([Cl:19])[CH:21]=[C:22]([Cl:29])[CH:23]=2)=[O:7])[C@H:9]([C:16]([NH:45][C:41]2[CH:42]=[CH:43][C:44]3[N:32]([CH2:30][CH3:31])[C:33]4[C:38]([C:39]=3[CH:40]=2)=[CH:37][CH:36]=[CH:35][CH:34]=4)=[O:18])[CH2:10]1)#[N:15]. Procedure: Following the general method as outlined in Example 22, starting from (2S,4EZ)-1-(tert-butoxycarbonyl)-4-(cyanomethylene)-2-pyrrolidinecarboxylic acid, 1,3-dichloro-5-isocyanatobenzene, and 9-ethyl-9H-carbazol-3-amine the title compound was obtained in 60% purity by LC/MS. MS(ESI+): m/z=532.8. Starting materials: BrCCCBr, CS(C)=O, CC(C)O, N#CCc1ccc(Cl)cc1, [H-], [Na+], O. The product is N#CC1(c2ccc(Cl)cc2)CCC1. As a reaction SMILES: [Br:11][CH2:12][CH2:13][CH2:14][Br:15].[CH3:18][S:19]([CH3:20])=[O:21].[CH3:23][CH:24]([OH:25])[CH3:26].[Cl:1][c:2]1[cH:3][cH:4][c:5]([CH2:6][C:7]#[N:8])[cH:9][cH:10]1.[H-:17].[Na+:16].[OH2:22]>>[Cl:1][c:2]1[cH:3][cH:4][c:5]([C:6]2([C:7]#[N:8])[CH2:12][CH2:13][CH2:14]2)[cH:9][cH:10]1. The reactants are CSCC=1C=CC=C2C=CNC12 (7-[(Methylsulfanyl)methyl]-1H-indole), C1(CC1)C(C)(O)C1=CC=C(C=C1)C(F)(F)F (1-Cyclopropyl-1-[4-(trifluoromethyl)phenyl]ethanol), ClC1=CC=C(C=C1)C(C)(C1CC1)C1=CNC2=C(C=CC=C12)CSC (3-[1-(4-Chlorophenyl)-1-cyclopropylethyl]-7-[(methylsulfanyl)methyl]-1H-indole). Yields the product C1(CC1)C(C)(C1=CC=C(C=C1)C(F)(F)F)C1=CNC2=C(C=CC=C12)CSC (3-{1-Cyclopropyl-1-[4-(trifluoromethyl)phenyl]ethyl}-7-[(methylsulfanyl)methyl]-1H-indole). RXN SMILES: [CH3:1][S:2][CH2:3][C:4]1[CH:5]=[CH:6][CH:7]=[C:8]2[C:12]=1[NH:11][CH:10]=[CH:9]2.[CH:13]1([C:16]([C:19]2[CH:24]=[CH:23][C:22]([C:25]([F:28])([F:27])[F:26])=[CH:21][CH:20]=2)(O)[CH3:17])[CH2:15][CH2:14]1.ClC1C=CC(C(C2C3C(=C(CSC)C=CC=3)NC=2)(C2CC2)C)=CC=1>>[CH:13]1([C:16]([C:9]2[C:8]3[C:12](=[C:4]([CH2:3][S:2][CH3:1])[CH:5]=[CH:6][CH:7]=3)[NH:11][CH:10]=2)([C:19]2[CH:20]=[CH:21][C:22]([C:25]([F:26])([F:27])[F:28])=[CH:23][CH:24]=2)[CH3:17])[CH2:15][CH2:14]1. Procedure: The title compound was prepared starting from 462 mg (2.61 mmol) of the compound from Example 8A and 600 mg (2.61 mmol) of the compound from Example 139A in analogy to the synthesis of the compound from Example 184. 273 mg (27% of theory) of the target compound were obtained. Reactants: Cc1cn(C(=O)OC(C)(C)C)c2ccccc12, C1CCOC1, CC(C)[N-]C(C)C, CCCCCC, CC(C)OB1OC(C)(C)C(C)(C)O1, [Li+], C1CCOC1. The product is Cc1c(B2OC(C)(C)C(C)(C)O2)n(C(=O)OC(C)(C)C)c2ccccc12. RXN SMILES: [C:1]([CH3:2])([CH3:3])([CH3:4])[O:5][C:6](=[O:7])[n:8]1[cH:9][c:10]([CH3:17])[c:11]2[cH:12][cH:13][cH:14][cH:15][c:16]12.[CH2:44]1[O:45][CH2:46][CH2:47][CH2:48]1.[CH3:19][CH:20]([N-:21][CH:22]([CH3:23])[CH3:24])[CH3:25].[CH3:49][CH2:50][CH2:51][CH2:52][CH2:53][CH3:54].[CH:26]([O:27][B:30]1[O:31][C:32]([CH3:37])([CH3:38])[C:33]([CH3:35])([CH3:36])[O:34]1)([CH3:28])[CH3:29].[Li+:18].[O:39]1[CH2:40][CH2:41][CH2:42][CH2:43]1>>[C:1]([CH3:2])([CH3:3])([CH3:4])[O:5][C:6](=[O:7])[n:8]1[c:9]([B:30]2[O:31][C:32]([CH3:37])([CH3:38])[C:33]([CH3:35])([CH3:36])[O:34]2)[c:10]([CH3:17])[c:11]2[cH:12][cH:13][cH:14][cH:15][c:16]12.